Dataset: the Open Reaction Database (ORD), a public repository of structured organic reaction records. Task: describe an organic reaction: reactants, conditions, products, and yield Starting materials: C1NC(CC=2C3=CC=CC=C3NC12)C(=O)O ((3RS)-1,2,3,4-tetrahydro-β-carboline-3-carboxylic acid), Cl.CN(CCCl)C (2-(dimethylamino)ethyl chloride hydrochloride), C(=S)=S (carbon disulfide), [OH-].[Na+] (NaOH), CS(=O)C (dimethylsulfoxide). Yields the product CN(CCSC(=S)N1CC=2NC3=CC=CC=C3C2CC1C(=O)O)C ((3RS)-2-[(2-(Dimethylamino)ethylthio)thiocarbonyl]-1,2,3,4-tetrahydro-β-carboline-3-carboxylic acid). Reaction SMILES: [CH2:1]1[C:13]2[NH:12][C:11]3[C:6](=[CH:7][CH:8]=[CH:9][CH:10]=3)[C:5]=2[CH2:4][CH:3]([C:14]([OH:16])=[O:15])[NH:2]1.[OH-].[Na+].CS(C)=O.Cl.[CH3:24][N:25]([CH3:29])[CH2:26][CH2:27]Cl.[C:30](=[S:32])=[S:31]>>[CH3:24][N:25]([CH3:29])[CH2:26][CH2:27][S:32][C:30]([N:2]1[CH:3]([C:14]([OH:16])=[O:15])[CH2:4][C:5]2[C:6]3[C:11](=[CH:10][CH:9]=[CH:8][CH:7]=3)[NH:12][C:13]=2[CH2:1]1)=[S:31] |f:1.2,4.5|. Procedure details: In the same manner as described in Example 6, (3RS)-1,2,3,4-tetrahydro-β-carboline-3-carboxylic acid (2.16 g), 10N NaOH (2 ml), dimethylsulfoxide (6 ml), carbon disulfide (912 mg) and 2-(dimethylamino)ethyl chloride hydrochloride (1.73 g) are reacted. The precipitates are collected by filtration, washed with water and ethanol, and then dried to give the title compound (3.11 g, quantitatively) as yellow powder. Reactants: OCC1=CC=C(C=C1)N1N=C2N(CNC=3C=CC=CC23)C1=O (2-[4-(hydroxymethyl)-phenyl]-5,6dihydro-1,2,4-triazolo[4,3-c]-quinazolin-3-one), OCC1=CC=C(C=C1)N1N=C2N(CNC=3C=CC=CC23)C1=O (2-[4-(hydroxymethyl)-phenyl]-5,6dihydro-1,2,4-triazolo[4,3-c]-quinazolin-3-one), O=S(Cl)Cl (SOCl2). Conditions: temperature 50 celsius. Yields the product ClCC1=CC=C(C=C1)N1N=C2N(CNC=3C=CC=CC23)C1=O (2-[4-(chloromethyl)-phenyl]-5,6-dihydro-1,2,4-triazolo[4,3-c]-quinazolin-3-one). Reaction SMILES: O[CH2:2][C:3]1[CH:8]=[CH:7][C:6]([N:9]2[C:21](=[O:22])[N:12]3[CH2:13][NH:14][C:15]4[CH:16]=[CH:17][CH:18]=[CH:19][C:20]=4[C:11]3=[N:10]2)=[CH:5][CH:4]=1.O=S(Cl)[Cl:25]>>[Cl:25][CH2:2][C:3]1[CH:8]=[CH:7][C:6]([N:9]2[C:21](=[O:22])[N:12]3[CH2:13][NH:14][C:15]4[CH:16]=[CH:17][CH:18]=[CH:19][C:20]=4[C:11]3=[N:10]2)=[CH:5][CH:4]=1. Reported procedure: A mixture of 2-[4-(hydroxymethyl)-phenyl]-5,6-dihydro-1,2,4-triazolo[4,3-c]-quinazolin-3-one (Compound 19) (500 mg, 1.6 mmol) and excess SOCl2 was heated at 50° C for 1 hour. SOCl2 was evaporated under reduced pressure and the residue was washed with ether to afford 2-[4-(chloromethyl)-phenyl]-5,6-dihydro-1,2,4-triazolo[4,3-c]-quinazolin-3-one (Compound 20). Starting materials: CNCC(C)(C)C, CC(C)=O, CCN(C(C)C)C(C)C, O=[N+]([O-])c1c(Cl)ncnc1Cl, Cl. Yields the product CN(CC(C)(C)C)c1ncnc(Cl)c1[N+](=O)[O-]. RXN SMILES: [CH3:13][NH:14][CH2:15][C:16]([CH3:17])([CH3:18])[CH3:19].[CH3:29][C:30](=[O:31])[CH3:32].[CH:20]([N:21]([CH2:22][CH3:23])[CH:24]([CH3:25])[CH3:26])([CH3:27])[CH3:28].[Cl:1][c:2]1[n:3][cH:4][n:5][c:6]([Cl:11])[c:7]1[N+:8](=[O:9])[O-:10].[ClH:12]>>[c:2]1([N:14]([CH3:13])[CH2:15][C:16]([CH3:17])([CH3:18])[CH3:19])[n:3][cH:4][n:5][c:6]([Cl:11])[c:7]1[N+:8](=[O:9])[O-:10]. Product: C(C)(C)(C)C1=NC(=C(C#N)C=C1)OC (6-tert-Butyl-2-methoxynicotinonitrile). As a reaction SMILES: [C:1]([C:5]1[CH:12]=[CH:11][C:8]([C:9]#[N:10])=[C:7](Cl)[N:6]=1)([CH3:4])([CH3:3])[CH3:2].[CH3:14][O-:15].[Na+].[NH4+].[Cl-]>CO>[C:1]([C:5]1[CH:12]=[CH:11][C:8]([C:9]#[N:10])=[C:7]([O:15][CH3:14])[N:6]=1)([CH3:4])([CH3:3])[CH3:2] |f:1.2,3.4|. Reactants: C[O-].[Na+] (NaOMe), C(C)(C)(C)C1=NC(=C(C#N)C=C1)Cl (6-tert-butyl-2-chloronicotinonitrile), [NH4+].[Cl-] (NH4Cl). Yield: 85.0%. Reported procedure: In a screw cap pressure tube, 6-tert-butyl-2-chloronicotinonitrile (410.0 mg, 2.1 mmol) was dissolved in anhydrous MeOH (3.0 ml) under N2. NaOMe (159.3 mg, 2.9 mmol) was added as a solution in anhydrous MeOH (3.0 ml). The tube was sealed and the mixture refluxed for 20 hours. The mixture was allowed to cool. NH4Cl (sat.) was added and the product extracted with EtOAc. The combined organic extracts were washed with water, dried (MgSO4), filtered and concentrated. Purification was done by flash ch... Run in CO (MeOH), CO (MeOH). The reactants are C(#N)C=1NN(C(C1N=NC1=CC=C(C(=C1)S(=O)(=O)O)OCCOC)=O)C1=CC=CC=C1 (3-cyano-4-[4-(2-methoxyethoxy)-5-sulfophenylazo]-1-phenyl-5-pyrazolone), CC(=O)C (acetone), P(=O)(Cl)(Cl)Cl (phosphorus oxychloride), ice water. Run in CN(C(C)=O)C (N,N-dimethylacetamide). Conditions: time 1 hour. Yields the product C(#N)C=1NN(C(C1N=NC1=CC=C(C(=C1)S(=O)(=O)Cl)OCCOC)=O)C1=CC=CC=C1 (3-cyano-4-[4-(2-methoxyethoxy)-5-chlorosulfonylphenylazo]-1-phenyl-5-pyrazolone). As a reaction SMILES: [C:1]([C:3]1[NH:4][N:5]([C:26]2[CH:31]=[CH:30][CH:29]=[CH:28][CH:27]=2)[C:6](=[O:25])[C:7]=1[N:8]=[N:9][C:10]1[CH:15]=[C:14]([S:16](O)(=[O:18])=[O:17])[C:13]([O:20][CH2:21][CH2:22][O:23][CH3:24])=[CH:12][CH:11]=1)#[N:2].CC(C)=O.P(Cl)(Cl)([Cl:38])=O>CN(C)C(=O)C>[C:1]([C:3]1[NH:4][N:5]([C:26]2[CH:31]=[CH:30][CH:29]=[CH:28][CH:27]=2)[C:6](=[O:25])[C:7]=1[N:8]=[N:9][C:10]1[CH:15]=[C:14]([S:16]([Cl:38])(=[O:18])=[O:17])[C:13]([O:20][CH2:21][CH2:22][O:23][CH3:24])=[CH:12][CH:11]=1)#[N:2]. Procedure details: To a mixture of 51.0 g of the 3-cyano-4-[4-(2-methoxyethoxy)-5-sulfophenylazo]-1-phenyl-5-pyrazolone, 250 ml of acetone and 50 ml of phosphorus oxychloride was dropwise added 50 ml of N,N-dimethylacetamide at 50° C. or below. After the addition, the reaction mixture was stirred for about 1 hour and gradually poured into 1.0 l of ice water. The crystals precipitated were collected by filtration, washed with 100 ml of acetonitrile and dried by air. Thus, 46.7 g of 3-cyano-4-[4-(2-methoxyethoxy)-5-... The reactants are BrC=1C=C(C(=O)OC)C=C(C1C)\C=C\COC (methyl 3-bromo-5-[(1E)-3-methoxy-1-propen-1-yl]-4-methylbenzoate), CC(C)C[AlH]CC(C)C (DIBAL-H), C([O-])(O)=O.[Na+] (sodium bicarbonate), CC(=O)OI1(C=2C=CC=CC2C(=O)O1)(OC(=O)C)OC(=O)C (Dess-Martin periodinane). Run in ClCCl (dichloromethane), ClCCl (dichloromethane), CCOCC (ether). Reaction conditions: time 1.5 hour. Yields the product BrC=1C=C(C=O)C=C(C1C)\C=C\COC (3-Bromo-5-[(1E)-3-methoxy-1-propen-1-yl]-4-methylbenzaldehyde). Reaction SMILES: [Br:1][C:2]1[CH:3]=[C:4]([CH:9]=[C:10](/[CH:13]=[CH:14]/[CH2:15][O:16][CH3:17])[C:11]=1[CH3:12])[C:5](OC)=[O:6].CC(C[AlH]CC(C)C)C.CC(OI1(OC(C)=O)(OC(C)=O)OC(=O)C2C=CC=CC1=2)=O.C(=O)(O)[O-].[Na+]>ClCCl.CCOCC>[Br:1][C:2]1[CH:3]=[C:4]([CH:9]=[C:10](/[CH:13]=[CH:14]/[CH2:15][O:16][CH3:17])[C:11]=1[CH3:12])[CH:5]=[O:6] |f:3.4|. Procedure: To a dichloromethane (0.1 M) solution of methyl 3-bromo-5-[(1E)-3-methoxy-1-propen-1-yl]-4-methylbenzoate (1 eq., Amine 88, Step 1) was added DIBAL-H (1.5 M solution in toluene, 2.2 eq.). The resulting solution was stirred at RT for 1.5 h and then carefully quenched with 10% aq. HCl. The aqueous layer was separated and back-extracted with ether. The combined organic extracts were washed further with brine, dried over Na2SO4, filtered and the filtrate concentrated in vacuo. The crude alcohol thus... The reactants are Cl.ClCCC=1N=CNC1 (4-(2-chloroethyl)-1H-imidazole hydrochloride), C(C)OCC (diethyl ether), [H-].[Na+] (sodium hydride), [N+](=O)([O-])C=1C=C(C=CC1)O (3-nitrophenol). Reagents/catalysts: [I-].C(CCC)[N+](CCCC)(CCCC)CCCC (tetrabutylammonium iodide). The solvent is CN(C=O)C (dimethylformamide). Run at time 1 hour. Product: [N+](=O)([O-])C=1C=C(OCCC=2N=CNC2)C=CC1 (4-[2-(3-Nitrophenoxy)ethyl]-1H-imidazole). As a reaction SMILES: [H-].[Na+].[N+:3]([C:6]1[CH:7]=[C:8]([OH:12])[CH:9]=[CH:10][CH:11]=1)([O-:5])=[O:4].Cl.Cl[CH2:15][CH2:16][C:17]1[N:18]=[CH:19][NH:20][CH:21]=1.C(OCC)C>CN(C)C=O.[I-].C([N+](CCCC)(CCCC)CCCC)CCC>[N+:3]([C:6]1[CH:7]=[C:8]([CH:9]=[CH:10][CH:11]=1)[O:12][CH2:15][CH2:16][C:17]1[N:18]=[CH:19][NH:20][CH:21]=1)([O-:5])=[O:4] |f:0.1,3.4,7.8|. Procedure: 240 mg (60% in oil, 6 mmol) of sodium hydride are added slowly to a solution of 1.67 g (12 mmol) of 3-nitrophenol in 10 ml of dimethylformamide and the mixture is stirred at room temperature for 1 hour. 200 mg (1.2 mmol) of 4-(2-chloroethyl)-1H-imidazole hydrochloride and tetrabutylammonium iodide (catalyst) are added and the mixture is stirred at 80° C. for 3 days. The reaction mixture is cooled and 150 ml of diethyl ether are added. The precipitate is separated by filtration and the filtrate i... The reactants are O=C(n1ccnc1)n1ccnc1, C1CCOC1, O=C1c2ccccc2C(=O)N1CCNc1ccc(F)cc1. The product is O=C1c2ccccc2C(=O)N1CCN(C(=O)n1ccnc1)c1ccc(F)cc1. As a reaction SMILES: [C:22](=[O:23])([n:24]1[cH:25][n:26][cH:27][cH:28]1)[n:29]1[cH:30][cH:31][n:32][cH:33]1.[CH2:34]1[O:35][CH2:36][CH2:37][CH2:38]1.[F:1][c:2]1[cH:3][cH:4][c:5]([NH:8][CH2:9][CH2:10][N:11]2[C:12](=[O:21])[c:13]3[cH:14][cH:15][cH:16][cH:17][c:18]3[C:19]2=[O:20])[cH:6][cH:7]1>>[F:1][c:2]1[cH:3][cH:4][c:5]([N:8]([CH2:9][CH2:10][N:11]2[C:12](=[O:21])[c:13]3[cH:14][cH:15][cH:16][cH:17][c:18]3[C:19]2=[O:20])[C:22](=[O:23])[n:24]2[cH:25][n:26][cH:27][cH:28]2)[cH:6][cH:7]1.